Dataset: the Open Reaction Database (ORD), a public repository of structured organic reaction records. Task: describe an organic reaction: reactants, conditions, products, and yield Reactants: C(CC(O)(C(=O)O)CC(=O)O)(=O)O (citric acid), C(=O)(OCC1=CC=CC=C1)N[C@@H](CC1=CC=CC=C1)C(=O)O (N-carbobenzoxy-L-phenylalanine), Cl.C(C)(C)(C)OC(=O)NCCN (N-t-butoxycarbonyl-ethylenediamine hydrochloride), O.ON1N=NC2=C1C=CC=C2 (1-hydroxybenzotriazole hydrate), CN1CCOCC1 (N-methylmorpholine), Cl.C(C)N=C=NCCCN(C)C (1-ethyl-3-(3-dimethylaminopropyl)carbodiimide hydrochloride). Run in C(Cl)(Cl)Cl (chloroform), CO (methanol), CN(C=O)C (dimethylformamide). Product: N([C@@H](CC1=CC=CC=C1)C(=O)NCCNC(=O)OC(C)(C)C)C(=O)OCC1=CC=CC=C1 (Cbz-Phe-NH—C2H4—NH-Boc). Isolated yield 86.4%. As a reaction SMILES: [C:1]([NH:11][C@H:12]([C:20]([OH:22])=O)[CH2:13][C:14]1[CH:19]=[CH:18][CH:17]=[CH:16][CH:15]=1)([O:3][CH2:4][C:5]1[CH:10]=[CH:9][CH:8]=[CH:7][CH:6]=1)=[O:2].Cl.[C:24]([O:28][C:29]([NH:31][CH2:32][CH2:33][NH2:34])=[O:30])([CH3:27])([CH3:26])[CH3:25].O.ON1C2C=CC=CC=2N=N1.CN1CCOCC1.Cl.C(N=C=NCCCN(C)C)C.C(O)(=O)CC(CC(O)=O)(C(O)=O)O>CN(C)C=O.C(Cl)(Cl)Cl.CO>[NH:11]([C:1]([O:3][CH2:4][C:5]1[CH:6]=[CH:7][CH:8]=[CH:9][CH:10]=1)=[O:2])[C@H:12]([C:20]([NH:34][CH2:33][CH2:32][NH:31][C:29]([O:28][C:24]([CH3:27])([CH3:26])[CH3:25])=[O:30])=[O:22])[CH2:13][C:14]1[CH:15]=[CH:16][CH:17]=[CH:18][CH:19]=1 |f:1.2,3.4,6.7|. Procedure details: N-carbobenzoxy-L-phenylalanine (Cbz-Phe: 7.16 g, 25.4 mmol), N-t-butoxycarbonyl-ethylenediamine hydrochloride (5.00 g, 25.4 mmol), 1-hydroxybenzotriazole hydrate (HOBT: 4.28 g, 28.0 mmol), and N-methylmorpholine (NMM: 3.07 mL, 28.0 mmol) were dissolved in 100 mL of dimethylformamide (DMF), to which 1-ethyl-3-(3-dimethylaminopropyl)carbodiimide hydrochloride (EDC: 5.36 g, 28.0 mmol) was then added under stirring and cooling with ice, followed by stirring at room temperature for one day. A 10% cit... Reactants: FC1=C(C=CC(=C1)F)C1=NC(=NC=N1)NC1=CC(=CC=C1)CS(=O)(=O)C (4-(2,4-difluorophenyl)-N-{3-[(methylsulfonyl)methyl]phenyl}-1,3,5-triazin-2-amine), intermediate 42.1, ClC1=NC=CC(=C1)CO ((2-chloro-pyridin-4-yl)-methanol). Yields the product ClC1=NC=CC(=C1)COC1=C(C=CC(=C1)F)C1=NC(=NC=N1)NC1=CC(=CC=C1)CS(=O)(=O)C (4-{2-[(2-Chloropyridin-4-yl)methoxy]-4-fluorophenyl}-N-{3-[(methylsulfonyl)methyl]-phenyl}-1,3,5-triazin-2-amine). As a reaction SMILES: F[C:2]1[CH:7]=[C:6]([F:8])[CH:5]=[CH:4][C:3]=1[C:9]1[N:14]=[CH:13][N:12]=[C:11]([NH:15][C:16]2[CH:21]=[CH:20][CH:19]=[C:18]([CH2:22][S:23]([CH3:26])(=[O:25])=[O:24])[CH:17]=2)[N:10]=1.[Cl:27][C:28]1[CH:33]=[C:32]([CH2:34][OH:35])[CH:31]=[CH:30][N:29]=1>>[Cl:27][C:28]1[CH:33]=[C:32]([CH2:34][O:35][C:2]2[CH:7]=[C:6]([F:8])[CH:5]=[CH:4][C:3]=2[C:9]2[N:14]=[CH:13][N:12]=[C:11]([NH:15][C:16]3[CH:21]=[CH:20][CH:19]=[C:18]([CH2:22][S:23]([CH3:26])(=[O:25])=[O:24])[CH:17]=3)[N:10]=2)[CH:31]=[CH:30][N:29]=1. Reported procedure: Starting with 4-(2,4-difluorophenyl)-N-{3-[(methylsulfonyl)methyl]phenyl}-1,3,5-triazin-2-amine (70 mg; 0.184 mmol), intermediate 42.1, and (2-chloro-pyridin-4-yl)-methanol (111 mg; 0.736 mmol), example 88 was prepared analogously to the procedure for the preparation of example 42. Yields the product N1(CCCCC1)C1=CC=C(C=C1)S(=O)(=O)N1C(CCC1)=S (1-[4-(1-piperidyl)benzenesulphonyl]-2-pyrrolidinethione). Solvent: C(OC)COC (dimethoxyethane). Yield: 57.0%. RXN SMILES: [N:1]1([C:7]2[CH:12]=[CH:11][C:10]([S:13]([N:16]3[CH2:20][CH2:19][CH2:18][C:17]3=O)(=[O:15])=[O:14])=[CH:9][CH:8]=2)[CH2:6][CH2:5][CH2:4][CH2:3][CH2:2]1.COC1C=CC(P2(SP(C3C=CC(OC)=CC=3)(=S)S2)=[S:31])=CC=1>C(COC)OC>[N:1]1([C:7]2[CH:12]=[CH:11][C:10]([S:13]([N:16]3[CH2:20][CH2:19][CH2:18][C:17]3=[S:31])(=[O:15])=[O:14])=[CH:9][CH:8]=2)[CH2:6][CH2:5][CH2:4][CH2:3][CH2:2]1. Reported procedure: A mixture comprising 5 g of 1-[4-(1-piperidyl)benzenesulphonyl]-2-pyrrolidinone, prepared as in Example 10 of the European Patent published under No. 0,033,578, and 3.28 g of Lawesson reagent (or 2,4-bis(4-methoxyphenyl)-1,3,2,4-dithiadiphosphetane 2,4-disulphide) in 100 cm3 of dimethoxyethane is heated to reflux for 1 hour. The mixture is allowed to return to room temperature and is evaporated to dryness, and the residue is chromatographed on silica (eluant: ethyl acetate/n-hexane, 1:1). 3.5 g ... Starting materials: COC=1C=CC(=CC1)P2(=S)SP(=S)(S2)C=3C=CC(=CC3)OC (Lawesson reagent), COC1=CC=C(C=C1)P1(SP(S1)(C1=CC=C(C=C1)OC)=S)=S (2,4-bis(4-methoxyphenyl)-1,3,2,4-dithiadiphosphetane 2,4-disulphide), N1(CCCCC1)C1=CC=C(C=C1)S(=O)(=O)N1C(CCC1)=O (1-[4-(1-piperidyl)benzenesulphonyl]-2-pyrrolidinone). Starting materials: C(=O)N[C@H]1[C@@H]2N(C(=C(CS2)CSC)C(=O)O)C1=O (7β-Formamido-3-methylthiomethylceph-3-em-4-carboxylic acid), Cl (hydrochloric acid). Run in CO (methanol), O (water). Conditions: time 1.5 hour. Product: N[C@H]1[C@@H]2N(C(=C(CS2)CSC)C(=O)O)C1=O (7β-amino-3-methylthiomethylceph-3-em-4-carboxylic acid). RXN SMILES: C([NH:3][C@@H:4]1[C:17](=[O:18])[N:6]2[C:7]([C:14]([OH:16])=[O:15])=[C:8]([CH2:11][S:12][CH3:13])[CH2:9][S:10][C@H:5]12)=O.Cl>CO.O>[NH2:3][C@@H:4]1[C:17](=[O:18])[N:6]2[C:7]([C:14]([OH:16])=[O:15])=[C:8]([CH2:11][S:12][CH3:13])[CH2:9][S:10][C@H:5]12. Procedure: (i) 7β-Formamido-3-methylthiomethylceph-3-em-4-carboxylic acid (2.88g) was dissolved in methanol (25 ml.) and the stirred solution was treated with concentrated hydrochloric acid (4.0 ml.). After 1.5 hr. at room temperature the solution was diluted with water (80 ml.) and washed with ethyl acetate (2 × 30 ml.) and ether (2 × 20 ml.), rotary evaporated to remove residual ether, and the pH adjusted to 3.5 with 0.880-ammonia. The precipitate was collected after overnight refrigeration, washed with ... The reactants are NCCN (1,2-diaminoethane), BrC1=CC2=C(OC(O2)(C(F)(F)F)CC(F)(F)F)C=C1 (5-Bromo-2-(2,2,2-trifluoroethyl)-2-trifluoromethyl-1,3-benzodioxole), ice water, [Cu]C#N (copper(I) cyanide). Run in CN(C=O)C (dimethylformamide). Reaction conditions: temperature 160 celsius, time 8 hour. Yields the product C(#N)C1=CC2=C(OC(O2)(C(F)(F)F)CC(F)(F)F)C=C1 (5-Cyano-2-(2,2,2-trifluoroethyl)-2-trifluoromethyl-1,3-benzodioxole). Isolated yield 69.2%. As a reaction SMILES: Br[C:2]1[CH:19]=[CH:18][C:5]2[O:6][C:7]([CH2:13][C:14]([F:17])([F:16])[F:15])([C:9]([F:12])([F:11])[F:10])[O:8][C:4]=2[CH:3]=1.[Cu][C:21]#[N:22].NCCN>CN(C)C=O>[C:21]([C:2]1[CH:19]=[CH:18][C:5]2[O:6][C:7]([CH2:13][C:14]([F:17])([F:16])[F:15])([C:9]([F:12])([F:11])[F:10])[O:8][C:4]=2[CH:3]=1)#[N:22]. Procedure: 35 g of the product of Example 24 were dissolved in 75 ml of dimethylformamide, and 10.5 g of copper(I) cyanide were added. The mixture was stirred for 8 hours at 160° C. The hot mixture was then discharged into 100 ml of ice-water, and 30 g of 1,2-diaminoethane were added. After stirring for 30 minutes, the organic phase was separated off and the aqueous phase was extracted with methylene chloride. The combined organic phases were washed with a solution of 30 g of 1,2-diaminoethane in 75 ml of ... Reactants: COc1ccc(CCNC(C)=O)cc1Nc1ncc2c(C)nc(-c3cccc(C(F)(F)F)c3)n2n1, Cl. Product: COc1ccc(CCN)cc1Nc1ncc2c(C)nc(-c3cccc(C(F)(F)F)c3)n2n1. As a reaction SMILES: [CH3:1][O:2][c:3]1[c:4]([NH:15][c:16]2[n:17][n:18]3[c:19]([cH:20][n:21]2)[c:22]([CH3:35])[n:23][c:24]3-[c:25]2[cH:26][c:27]([C:31]([F:32])([F:33])[F:34])[cH:28][cH:29][cH:30]2)[cH:5][c:6]([CH2:9][CH2:10][NH:11][C:12](=[O:13])[CH3:14])[cH:7][cH:8]1.[ClH:36]>>[CH3:1][O:2][c:3]1[c:4]([NH:15][c:16]2[n:17][n:18]3[c:19]([cH:20][n:21]2)[c:22]([CH3:35])[n:23][c:24]3-[c:25]2[cH:26][c:27]([C:31]([F:32])([F:33])[F:34])[cH:28][cH:29][cH:30]2)[cH:5][c:6]([CH2:9][CH2:10][NH2:11])[cH:7][cH:8]1. The reactants are C(C1=CC=CC=C1)N1CCC2(CC1)OC1=C(C2)C=CC=C1 (2,3-dihydro-1'-benzylspiro[benzofuran-2,4'-piperidine]), [H][H] (hydrogen). The reagents and catalysts are [Pd] (palladium/carbon). Solvent: benzene-ether, C(C)(C)O (isopropyl alcohol). Product: N1CCC2(CC1)OC1=C(C2)C=CC=C1 (2,3-dihydrospiro[benzofuran-2,4'-piperidine]). RXN SMILES: C([N:8]1[CH2:13][CH2:12][C:11]2([CH2:17][C:16]3[CH:18]=[CH:19][CH:20]=[CH:21][C:15]=3[O:14]2)[CH2:10][CH2:9]1)C1C=CC=CC=1.[H][H]>C(O)(C)C.[Pd]>[NH:8]1[CH2:13][CH2:12][C:11]2([CH2:17][C:16]3[CH:18]=[CH:19][CH:20]=[CH:21][C:15]=3[O:14]2)[CH2:10][CH2:9]1. Procedure details: A solution of 5.3 g of 2,3-dihydro-1'-benzylspiro[benzofuran-2,4'-piperidine], free base of B, in 250 ml of isopropyl alcohol is hydrogenated with a Paar shaker, 50 psig, 65°-70° C. and 1 g of a 10% palladium/carbon catalyst until the uptake of hydrogen is completed. Thereafter, the solution is successively permitted to cool to ambient temperature, filtered and concentrated to dryness, leaving a white solid. The solid is dissolved in a benzene-ether mixture, the solution filtered through celite ... Starting materials: [Li+].CC(C)[N-]C(C)C (LDA), C(CCCCCCCCCCC)C1=CSC=C1 (3-dodecyl thiophene), C[Sn](C)(C)Cl (trimethylstannylchloride). Solvent: C1CCOC1 (THF), C1CCOC1 (THF). Reaction conditions: temperature -78 celsius, time 1 hour. Product: C[Sn](C=1SC=C(C1)CCCCCCCCCCCC)(C)C (2-(trimethylstannyl)-4-dodecyl-thiophene). Yield: 90.0%. Reaction SMILES: [CH2:1]([C:13]1[CH:17]=[CH:16][S:15][CH:14]=1)[CH2:2][CH2:3][CH2:4][CH2:5][CH2:6][CH2:7][CH2:8][CH2:9][CH2:10][CH2:11][CH3:12].[Li+].CC([N-]C(C)C)C.[CH3:26][Sn:27](Cl)([CH3:29])[CH3:28]>C1COCC1>[CH3:26][Sn:27]([CH3:29])([CH3:28])[C:16]1[S:15][CH:14]=[C:13]([CH2:1][CH2:2][CH2:3][CH2:4][CH2:5][CH2:6][CH2:7][CH2:8][CH2:9][CH2:10][CH2:11][CH3:12])[CH:17]=1 |f:1.2|. Procedure details: To a stirred degassed homogeneous solution of 3-dodecyl thiophene (19) (2 g, 7.92 mmol) in THF at −78° C. was added LDA (4.75 ml, 9.51 mmol) drop wise. The mixture was stirred at −78° C. for 1 h, then trimethylstannylchloride dissolved in 9.5 ml of THF was added, and the solution warmed to room temperature. Stirring was continued for 2 h at room temperature. The mixture was washed with saturated NaHCO3 and extracted with diethylether. The organic layer was separated and dried over anhydrous sodi... Starting materials: C(C1=CC=CC=C1)N1CC2(CC2CC1)CO ((3-Benzyl-3-aza-bicyclo[4.1.0]hept-1-yl)-methanol), C(C(=O)Cl)(=O)Cl (oxalyl chloride), CS(=O)C (DMSO), C(=O)(O)[O-].[Na+] (NaHCO3). Run in C(Cl)Cl (CH2Cl2), C(Cl)Cl (CH2Cl2), C(Cl)Cl (CH2Cl2), CCN(CC)CC (Et3N), C(Cl)Cl (CH2Cl2), CO (MeOH). Reaction conditions: time 2 minute. The product is C(C1=CC=CC=C1)N1CC2(CC2CC1)C=O (3-Benzyl-3-aza-bicyclo[4.1.0]heptane-1-carbaldehyde). RXN SMILES: C(Cl)(=O)C(Cl)=O.CS(C)=O.[CH2:11]([N:18]1[CH2:24][CH2:23][CH:22]2[C:20]([CH2:25][OH:26])([CH2:21]2)[CH2:19]1)[C:12]1[CH:17]=[CH:16][CH:15]=[CH:14][CH:13]=1.C([O-])(O)=O.[Na+]>C(Cl)Cl.CO.CCN(CC)CC>[CH2:11]([N:18]1[CH2:24][CH2:23][CH:22]2[C:20]([CH:25]=[O:26])([CH2:21]2)[CH2:19]1)[C:12]1[CH:13]=[CH:14][CH:15]=[CH:16][CH:17]=1 |f:3.4|. Reported procedure: To a solution of oxalyl chloride (0.22 ml, 2.54 mmol) in CH2Cl2 (2 ml) at −55° C. was added a solution of DMSO (0.30 ml, 4.24 mmol) in CH2Cl2 (1 ml). The mixture was stirred for 2 min. Then, a solution of 173 (230 mg, 1.06 mmol) in CH2Cl2 (1 ml) was added dropwise. After stirring for 15 min at −55° C., Et3N (1.4 ml) was added slowly. The mixture was stirred for 5 min and then warmed to room temperature. Aqueous NaHCO3 (5 ml) was added. The two layers were separated; and the aqueous layer was ext... Starting materials: NC1CCN(CC1)CCN1C(COC2=C1C=C(C=C2)C)=O (4-[2-(4-Aminopiperidin-1-yl)ethyl]-6-methyl-2H-1,4-benzoxazin-3(4H)-one), NC1CCN(CC1)CCN1C(COC2=C1C=C(C=C2)C)=O (4-[2-(4-Aminopiperidin-1-yl)ethyl]-6-methyl-2H-1,4-benzoxazin-3(4H)-one), O1CCOC=2C=NC(=CC21)C=O (2,3-dihydro[1,4]dioxino[2,3-c]pyridine-7-carbaldehyde), C(#N)[BH3-].[Na+] (sodium cyanoborohydride). The product is O1CCOC=2C=NC(=CC21)CNC2CCN(CC2)CCN2C(COC1=C2C=C(C=C1)C)=O (4-(2-{4-[(2,3-Dihydro[1,4]dioxino[2,3-c]pyridin-7-ylmethyl)amino]piperidin-1-yl}ethyl)-6-methyl-2H-1,4-benzoxazin-3(4H)-one). Reaction SMILES: [NH2:1][CH:2]1[CH2:7][CH2:6][N:5]([CH2:8][CH2:9][N:10]2[C:15]3[CH:16]=[C:17]([CH3:20])[CH:18]=[CH:19][C:14]=3[O:13][CH2:12][C:11]2=[O:21])[CH2:4][CH2:3]1.[O:22]1[C:31]2[CH:30]=[C:29]([CH:32]=O)[N:28]=[CH:27][C:26]=2[O:25][CH2:24][CH2:23]1.C([BH3-])#N.[Na+]>>[O:22]1[C:31]2[CH:30]=[C:29]([CH2:32][NH:1][CH:2]3[CH2:7][CH2:6][N:5]([CH2:8][CH2:9][N:10]4[C:15]5[CH:16]=[C:17]([CH3:20])[CH:18]=[CH:19][C:14]=5[O:13][CH2:12][C:11]4=[O:21])[CH2:4][CH2:3]3)[N:28]=[CH:27][C:26]=2[O:25][CH2:24][CH2:23]1 |f:2.3|. Reported procedure: 4-[2-(4-Aminopiperidin-1-yl)ethyl]-6-methyl-2H-1,4-benzoxazin-3(4H)-one (Intermediate 91), 2,3-dihydro[1,4]dioxino[2,3-c]pyridine-7-carbaldehyde (WO 2004/058144) and sodium cyanoborohydride were reacted as described for Example 21 to give the product as an oil, 4.7 mg (2%).